This data is from the Open Reaction Database (ORD), a public repository of structured organic reaction records. The task is: describe an organic reaction: reactants, conditions, products, and yield The reactants are C(C)C1=CC=C(S1)C1=NC(=NO1)C1=CC(=C(C(=C1)C)O)C (4-[5-(5-ethyl-thiophen-2-yl)-[1,2,4]oxadiazol-3-yl]-2,6-dimethyl-phenol), ClC[C@@H](CO)O ((R)-3-chloro-propane-1,2-diol), ClC[C@@H](CO)O ((R)-3-chloro-propane-1,2-diol). The solvent is C(C)(C)O (isopropanol), [OH-].[Na+] (NaOH), O (water). Conditions: time 2 hour. The product is C(C)C1=CC=C(S1)C1=NC(=NO1)C1=CC(=C(OC[C@@H](CO)O)C(=C1)C)C ((2R)-3-{4-[5-(5-ethyl-thiophen-2-yl)-[1,2,4]oxadiazol-3-yl]-2,6-dimethyl-phenoxy}-propane-1,2-diol). As a reaction SMILES: [CH2:1]([C:3]1[S:7][C:6]([C:8]2[O:12][N:11]=[C:10]([C:13]3[CH:18]=[C:17]([CH3:19])[C:16]([OH:20])=[C:15]([CH3:21])[CH:14]=3)[N:9]=2)=[CH:5][CH:4]=1)[CH3:2].Cl[CH2:23][C@H:24]([OH:27])[CH2:25][OH:26]>C(O)(C)C.[OH-].[Na+].O>[CH2:1]([C:3]1[S:7][C:6]([C:8]2[O:12][N:11]=[C:10]([C:13]3[CH:18]=[C:17]([CH3:19])[C:16]([O:20][CH2:23][C@H:24]([OH:27])[CH2:25][OH:26])=[C:15]([CH3:21])[CH:14]=3)[N:9]=2)=[CH:5][CH:4]=1)[CH3:2] |f:3.4|. Procedure details: To a solution of 4-[5-(5-ethyl-thiophen-2-yl)-[1,2,4]oxadiazol-3-yl]-2,6-dimethyl-phenol (79 mg, 0.263 mmol) in isopropanol (3 mL) and 3 N aq. NaOH (0.6 mL), (R)-3-chloro-propane-1,2-diol (148 mg, 1.31 mmol) is added. The mixture is stirred at rt for 2 h, then at 65° C. for 16 h before another portion of (R)-3-chloro-propane-1,2-diol (119 mg, 1.05 mmol) is added. Stirring is continued at 65° C. for 24 h. The reaction mixture is diluted with water and extracted with diethyl ether. The org. extrac...